This data is from the Open Reaction Database (ORD), a public repository of structured organic reaction records. The task is: describe an organic reaction: reactants, conditions, products, and yield Starting materials: CN(C)c1ccncc1, CCN(C(C)C)C(C)C, O=Cc1ccc(C(=O)Cl)cc1, N#Cc1ccc(N)cc1. The product is N#Cc1ccc(NC(=O)c2ccc(C=O)cc2)cc1. RXN SMILES: [CH3:30][N:31]([CH3:32])[c:33]1[cH:34][cH:35][n:36][cH:37][cH:38]1.[CH:10]([N:11]([CH2:12][CH3:13])[CH:14]([CH3:15])[CH3:16])([CH3:17])[CH3:18].[CH:19](=[O:20])[c:21]1[cH:22][cH:23][c:24]([C:25](=[O:26])[Cl:27])[cH:28][cH:29]1.[NH2:1][c:2]1[cH:3][cH:4][c:5]([C:6]#[N:7])[cH:8][cH:9]1>>[NH:1]([c:2]1[cH:3][cH:4][c:5]([C:6]#[N:7])[cH:8][cH:9]1)[C:25]([c:24]1[cH:23][cH:22][c:21]([CH:19]=[O:20])[cH:29][cH:28]1)=[O:26]. The reactants are C(CCC)[Li] (n-butyllithium), C(C)(C)NC(C)C (diisopropylamine), O[C@@H](CC(=O)OC)C (methyl (3R)-3-hydroxybutyrate), [Li+].CC(C)[N-]C(C)C (LDA), C1(=CC=CC=C1)C1CCC(CC1)CI (4-phenylcyclohexylmethyl iodide). The solvent is C1CCOC1 (THF), C1CCOC1 (THF), CN(C)P(=O)(N(C)C)N(C)C (HMPA), C1CCOC1 (THF). Run at temperature 4 celsius, time 0.5 hour. The product is O[C@@H]([C@H](C(=O)OC)CC1CCC(CC1)C1=CC=CC=C1)C (methyl (2R,3R)-3-hydroxy-2-(4-phenylcyclohexylmethyl)butanoate). Yield: 30.6%. RXN SMILES: [OH:1][C@H:2]([CH3:8])[CH2:3][C:4]([O:6][CH3:7])=[O:5].[Li+].CC([N-]C(C)C)C.C([Li])CCC.C(NC(C)C)(C)C.[C:29]1([CH:35]2[CH2:40][CH2:39][CH:38]([CH2:41]I)[CH2:37][CH2:36]2)[CH:34]=[CH:33][CH:32]=[CH:31][CH:30]=1>C1COCC1.CN(P(N(C)C)(N(C)C)=O)C>[OH:1][C@H:2]([CH3:8])[C@@H:3]([CH2:41][CH:38]1[CH2:37][CH2:36][CH:35]([C:29]2[CH:30]=[CH:31][CH:32]=[CH:33][CH:34]=2)[CH2:40][CH2:39]1)[C:4]([O:6][CH3:7])=[O:5] |f:1.2|. Reported procedure: A solution of methyl (3R)-3-hydroxybutyrate (5.6 g, 0.047 mol) in THF (20 mL) is added dropwise to a solution of LDA prepared by dropwise addition of n-butyllithium (49.5 mL, 0.099 mol, 2 M in cyclohexane) to diisopropylamine (10.0 g, 0.099 mol) in THF (20 mL) at −78° C. After stirring at −50° C. to −40° C. for 0.5 h, a solution of 4-phenylcyclohexylmethyl iodide (14.6 g, 0.049 mol) in a mixture of HMPA (10 mL) and THF (15 mL) is added dropwise. The mixture is kept at −20° C. for 48 h, then allo... The reactants are CC(=O)O, O=C1CC2COCC(C1)N2Cc1ccccc1, CCOC(C)=O, [H][H]. Product: O=C1CC2COCC(C1)N2. RXN SMILES: [C:26]([OH:27])(=[O:28])[CH3:29].[CH2:1]([c:2]1[cH:3][cH:4][cH:5][cH:6][cH:7]1)[N:8]1[CH:9]2[CH2:10][O:11][CH2:12][CH:13]1[CH2:14][C:15](=[O:17])[CH2:16]2.[CH3:20][CH2:21][O:22][C:23]([CH3:24])=[O:25].[H:18][H:19]>>[NH:8]1[CH:9]2[CH2:10][O:11][CH2:12][CH:13]1[CH2:14][C:15](=[O:17])[CH2:16]2. Reactants: ClC1=CC2=C(OCO2)C(=C1)C(C)O (1-(5-Chlorobenzo[d][1,3]dioxol-7-yl)ethanol), C=1C=C[NH+]=CC1.[O-][Cr](=O)(=O)Cl (PCC). Run in ClCCl (dichloromethane). Run at time 16 hour. The product is ClC1=CC2=C(OCO2)C(=C1)C(C)=O (1-(5-Chlorobenzo[d][1,3]dioxol-7-yl)ethanone). Yield: 58.9%. As a reaction SMILES: [Cl:1][C:2]1[CH:10]=[C:9]([CH:11]([OH:13])[CH3:12])[C:5]2[O:6][CH2:7][O:8][C:4]=2[CH:3]=1.C1C=C[NH+]=CC=1.[O-][Cr](Cl)(=O)=O>ClCCl>[Cl:1][C:2]1[CH:10]=[C:9]([C:11](=[O:13])[CH3:12])[C:5]2[O:6][CH2:7][O:8][C:4]=2[CH:3]=1 |f:1.2|. Reported procedure: 1-(5-Chlorobenzo[d][1,3]dioxol-7-yl)ethanol (155 mg, 0.77 mmol) was dissolved in 6 mL of dichloromethane. PCC (416 mg, 1.93 mmol) was added portionwise and the mixture was stirred for 16 h (reaction is likely to be completed earlier). The mixture was filtered through a plug of celite. The solvent was removed by rotary evaporation to collect the desired product (90 mg, 59% yield). 1H NMR (400 MHz, CDCl3): δ 7.36 (d, 1H), 6.96 (d, 1H), 6.14 (s, 2H), 2.59 (s, 3H).